This data is from the Open Reaction Database (ORD), a public repository of structured organic reaction records. The task is: describe an organic reaction: reactants, conditions, products, and yield Starting materials: C(CC)S(=O)(=O)C=1C=C(C=C(C1OCCBr)OC)[C@@H]1O[C@H](CC1)C1=CC(=C(C(=C1)OC)OC)OC (trans-2-[3 -n-Propylsulfonyl-4-(2-bromoethoxy)-5-methoxyphenyl)-5-(3,4,5-trimethoxyphenyl)tetrahydrofuran), CN(C1=CC=C(C=C1)S)C (4-dimethylaminothiophenol), [H-].[Na+] (sodium hydride). The solvent is CN(C)C=O (DMF). Run at time 20 minute. The product is C(CC)S(=O)(=O)C=1C=C(C=C(C1OCCSC1=CC=C(C=C1)N(C)C)OC)[C@@H]1O[C@H](CC1)C1=CC(=C(C(=C1)OC)OC)OC (trans-2-[-3-n-Propylsulfonyl-4-{2-(4-Dimethylaminophenylthio)ethoxy}-5-methoxyphenyl}-5-(3,4,5-trimethoxyphenyl)tetrahydrofuran). RXN SMILES: [CH2:1]([S:4]([C:7]1[CH:8]=[C:9]([C@H:19]2[CH2:23][CH2:22][C@H:21]([C:24]3[CH:29]=[C:28]([O:30][CH3:31])[C:27]([O:32][CH3:33])=[C:26]([O:34][CH3:35])[CH:25]=3)[O:20]2)[CH:10]=[C:11]([O:17][CH3:18])[C:12]=1[O:13][CH2:14][CH2:15]Br)(=[O:6])=[O:5])[CH2:2][CH3:3].[CH3:36][N:37]([CH3:45])[C:38]1[CH:43]=[CH:42][C:41]([SH:44])=[CH:40][CH:39]=1.[H-].[Na+]>CN(C=O)C>[CH2:1]([S:4]([C:7]1[CH:8]=[C:9]([C@H:19]2[CH2:23][CH2:22][C@H:21]([C:24]3[CH:29]=[C:28]([O:30][CH3:31])[C:27]([O:32][CH3:33])=[C:26]([O:34][CH3:35])[CH:25]=3)[O:20]2)[CH:10]=[C:11]([O:17][CH3:18])[C:12]=1[O:13][CH2:14][CH2:15][S:44][C:41]1[CH:42]=[CH:43][C:38]([N:37]([CH3:45])[CH3:36])=[CH:39][CH:40]=1)(=[O:6])=[O:5])[CH2:2][CH3:3] |f:2.3|. Procedure: Trans-2-[3-n-propylsulfonyl-4-(2-bromoethoxy)-5-methoxyphenyl)-5-(3,4,5-trimethoxyphenyl)tetrahydrofuran (100 mg) (Step 30G) was added to a stirred solution of 4-dimethylaminothiophenol (76 mg, 0.5 mmol) and sodium hydride (56%; 20 mg, 0.5 mmol) in DMF (1 mL). The reaction mixture was stirred at room temperature for 20 min and partitioned between ethyl ether and water. The organic layer was separated, dried, and evaporated to a crystalline mass. Recrystallized from ethyl ether-hexane gave pure p... Starting materials: C(#N)C1=C(C(=O)C(=C(C1=O)Cl)Cl)C#N (DDQ), COC1=C(C=C(C(=C1)OC)OC)CCC (2,4,5-Trimethoxyphenylpropane), C1(O)=CC=C(O)C=C1 (hydroquinone). The reagents and catalysts are C(C)(=O)O (acetic acid). Solvent: O1CCOCC1 (dioxane). Conditions: temperature 95 celsius. The product is COC1=C(C=CC=O)C=C(C(=C1)OC)OC (2,4,5-trimethoxycinnamaldehyde). Yield: 82.0%. Reaction SMILES: [CH3:1][O:2][C:3]1[CH:8]=[C:7]([O:9][CH3:10])[C:6]([O:11][CH3:12])=[CH:5][C:4]=1[CH2:13][CH2:14][CH3:15].C(C1C(=O)C(Cl)=C(Cl)C(=[O:21])C=1C#N)#N.C1(C=CC(O)=CC=1)O>O1CCOCC1.C(O)(=O)C>[CH3:1][O:2][C:3]1[CH:8]=[C:7]([O:9][CH3:10])[C:6]([O:11][CH3:12])=[CH:5][C:4]=1[CH:13]=[CH:14][CH:15]=[O:21]. Procedure: A solution of 2,4,5-Trimethoxyphenylpropane (5 g) in 70 mL of dry dioxane was placed in 100 ml round bottom flask. To this was added a catalytic amount of acetic acid (2-4 drops) and 16 g of DDQ and finally started refluxing the mixture at 50 to 140° C. for 5 to 9 hrs. The solution, which was initially deep green, turned into pale yellow with the formation of hydroquinone (DDQH2). The mixture was cooled and the solid DDQH2 was filtered and further washed with chloroform. The filtrate and washing... Starting materials: N,N′-Carbonyldiimidazole, COC1=CC(=C(C(=C1)C)S(=O)(=O)N1C(CCCC1)COCC(=O)O)C (2-((1-(4-methoxy-2,6-dimethylphenylsulfonyl)piperidin-2-yl)methoxy)acetic acid), C(O)([O-])=O.[Na+] (sodium hydrogen carbonate), CN1CCC(CC1)N1CCNCC1 (1-(1-methylpiperidin-4-yl)piperazine), COC1=CC(=C(C(=C1)C)S(=O)(=O)N1C(CCCC1)COCC(=O)N1CCN(CC1)C1CCN(CC1)C)C (2-((1-(4-methoxy-2,6-dimethylphenylsulfonyl)piperidin-2-yl)methoxy)-1-(4-(1-methylpiperidin-4-yl)piperazin-1-yl)ethanone), Cl[Si](C)(C)C (chlorotrimethylsilane). Reagents/catalysts: CC(=O)C (acetone). The solvent is ClCCl (dichloromethane), C(C)OCC (Diethyl ether), ClCCl (dichloromethane), C(C)C(=O)C.C(C)O (methyl ethyl ketone ethanol). Reaction conditions: time 1 hour. Yields the product Cl.Cl.COC1=CC(=C(C(=C1)C)S(=O)(=O)N1C(CCCC1)COCC(=O)N1CCN(CC1)C1CCN(CC1)C)C (2-((1-(4-methoxy-2,6-dimethylphenylsulfonyl)piperidin-2-yl)methoxy)-1-(4-(1-methyl-piperidin-4-yl)piperazin-1-yl)ethanone dihydrochloride). RXN SMILES: COC1C=C(C)C(S(N2CCCCC2COCC(O)=O)(=O)=O)=C(C)C=1.CN1CCC(N2CCNCC2)CC1.C(=O)([O-])O.[Na+].[CH3:44][O:45][C:46]1[CH:51]=[C:50]([CH3:52])[C:49]([S:53]([N:56]2[CH2:61][CH2:60][CH2:59][CH2:58][CH:57]2[CH2:62][O:63][CH2:64][C:65]([N:67]2[CH2:72][CH2:71][N:70]([CH:73]3[CH2:78][CH2:77][N:76]([CH3:79])[CH2:75][CH2:74]3)[CH2:69][CH2:68]2)=[O:66])(=[O:55])=[O:54])=[C:48]([CH3:80])[CH:47]=1.[Cl:81][Si](C)(C)C>ClCCl.C(C(C)=O)C.C(O)C.CC(C)=O.C(OCC)C>[ClH:81].[ClH:81].[CH3:44][O:45][C:46]1[CH:51]=[C:50]([CH3:52])[C:49]([S:53]([N:56]2[CH2:61][CH2:60][CH2:59][CH2:58][CH:57]2[CH2:62][O:63][CH2:64][C:65]([N:67]2[CH2:72][CH2:71][N:70]([CH:73]3[CH2:78][CH2:77][N:76]([CH3:79])[CH2:75][CH2:74]3)[CH2:69][CH2:68]2)=[O:66])(=[O:55])=[O:54])=[C:48]([CH3:80])[CH:47]=1 |f:2.3,7.8,11.12.13|. Procedure: N,N′-Carbonyldiimidazole (272 mg, 1.696 mmol) was added to a solution of 2-((1-(4-methoxy-2,6-dimethylphenylsulfonyl)piperidin-2-yl)methoxy)acetic acid (600 mg, 1.615 mmol) in dichloromethane (15 ml), and the mixture was stirred for 1 h at room temperature. A solution of 1-(1-methylpiperidin-4-yl)piperazine (293 mg, 1.615 mmol) in dichloromethane (5 ml) was then added, and the reaction mixture was stirred for 15 h at room temperature. Saturated sodium hydrogen carbonate solution (20 ml) was then... The reactants are C(CCC)[Li] (n-butyllithium), CN1N=C(C2=C1C=CS2)C (1,3-dimethyl-1H-thieno[3,2-c]pyrazole), C(CCC)[Sn](Cl)(CCCC)CCCC (Tributylchlorostannane). Solvent: C1CCOC1 (THF). Conditions: temperature -78 celsius, time 60 minute. Product: CN1N=C(C2=C1C=C(S2)[Sn](CCCC)(CCCC)CCCC)C (1,3-Dimethyl-5-(tributylstannyl)-1H-thieno[3,2-c]pyrazole). Isolated yield 91.3%. RXN SMILES: [CH3:1][N:2]1[C:6]2[CH:7]=[CH:8][S:9][C:5]=2[C:4]([CH3:10])=[N:3]1.C([Li])CCC.[CH2:16]([Sn:20]([CH2:26][CH2:27][CH2:28][CH3:29])([CH2:22][CH2:23][CH2:24][CH3:25])Cl)[CH2:17][CH2:18][CH3:19]>C1COCC1>[CH3:1][N:2]1[C:6]2[CH:7]=[C:8]([Sn:20]([CH2:22][CH2:23][CH2:24][CH3:25])([CH2:26][CH2:27][CH2:28][CH3:29])[CH2:16][CH2:17][CH2:18][CH3:19])[S:9][C:5]=2[C:4]([CH3:10])=[N:3]1. Procedure details: To a cold (−78° C.) mixture of 1,3-dimethyl-1H-thieno[3,2-c]pyrazole (400 mg, 2.63 mmol) and THF (15 mL) under a nitrogen atmosphere was added n-butyllithium (1.156 mL, 2.89 mmol) dropwise. The reaction mixture was stirred at −78° C. for 60 minutes. Tributylchlorostannane (0.855 mL, 3.15 mmol) was added, and the reaction mixture was stirred at −78° C. for 60 minutes and then warmed to room temperature with stirring over a period of 1 hour. The reaction mixture was quenched with brine (15 mL) and... The reactants are C([O-])([O-])=O.[Na+].[Na+] (sodium carbonate), CN1C(=CC=C1)C(C)=O (1-(1-Methyl-1H-pyrrol-2-yl)-ethanone), CN(C=O)C (dimethylformamide), ClS(=O)(=O)N=C=O (Chlorosulfonyl isocyanate). Run in C(Cl)Cl (methylene chloride). Product: C(C)(=O)C1=CC(=CN1C)C#N (5-acetyl-1-methyl-1H-pyrrole-3-carbonitrile). Isolated yield 33.9%. Reaction SMILES: [CH3:1][N:2]1[CH:6]=[CH:5][CH:4]=[C:3]1[C:7](=[O:9])[CH3:8].ClS([N:14]=[C:15]=O)(=O)=O.CN(C)C=O.C(=O)([O-])[O-].[Na+].[Na+]>C(Cl)Cl>[C:7]([C:3]1[N:2]([CH3:1])[CH:6]=[C:5]([C:15]#[N:14])[CH:4]=1)(=[O:9])[CH3:8] |f:3.4.5|. Procedure details: 1-(1-Methyl-1H-pyrrol-2-yl)-ethanone (4.00 g, 32.48 mmol) in dry methylene chloride (30 mL) was cooled to −78° C. under nitrogen. Chlorosulfonyl isocyanate (2.8 mL, 32.5 mmol) was added dropwise, and the mixture allowed to warm to room temperature over 1 h. The reaction was cooled down to −78° C. and dimethylformamide (8 mL) was added. The reaction was allowed to warm up to room temperature (2 h) and was then poured into a 1 N sodium carbonate solution, which was extracted with methylene chlorid... Run in CN(C)C=O (DMF). Starting materials: CS(=O)(=O)O[C@H]1[C@@H](CN(C[C@@H]1C)C1=C(C=NC=C1)N(C(=O)OC(C)(C)C)C(=O)OC(C)(C)C)NC(=O)OC(C)(C)C ((3R,4R,5S)-1-(3-(bis(tert-butoxycarbonyl)amino)pyridin-4-yl)-3-(tert-butoxycarbonylamino)-5-methylpiperidin-4-yl methanesulfonate), [C-]#N.[Na+] (NaCN). Product: C(C)(C)(C)OC(=O)NC=1C=NC=CC1N1C[C@H]([C@H]([C@H](C1)C)C#N)NC(OC(C)(C)C)=O (tert-butyl ((3S,4S,5R)-1-(3-((tert-butoxycarbonyl)amino)pyridin-4-yl)-4-cyano-5-methylpiperidin-3-yl)carbamate). Run at temperature 80 celsius, time 6 hour. Procedure details: To a solution of (3R,4R,5S)-1-(3-(bis(tert-butoxycarbonyl)amino)pyridin-4-yl)-3-(tert-butoxycarbonylamino)-5-methylpiperidin-4-yl methanesulfonate (1.0 equiv.) in DMF (0.10 M) was added NaCN (5.0 equiv.). The mixture was stirred at 80° C. for 6 hrs and partitioned between EtOAc and H2O. The organic layer was washed NaCl(sat), dried over MgSO4, filtered, concentrated and purified by ISCO SiO2 chromatography to yield tert-butyl ((3S,4S,5R)-1-(3-((tert-butoxycarbonyl)amino)pyridin-4-yl)-4-cyano-5-m... As a reaction SMILES: CS(O[C@@H:6]1[C@@H:11]([CH3:12])[CH2:10][N:9]([C:13]2[CH:18]=[CH:17][N:16]=[CH:15][C:14]=2[N:19]([C:27]([O:29][C:30]([CH3:33])([CH3:32])[CH3:31])=[O:28])C(OC(C)(C)C)=O)[CH2:8][C@H:7]1[NH:34][C:35]([O:37][C:38]([CH3:41])([CH3:40])[CH3:39])=[O:36])(=O)=O.[C-:42]#[N:43].[Na+]>CN(C=O)C>[C:30]([O:29][C:27]([NH:19][C:14]1[CH:15]=[N:16][CH:17]=[CH:18][C:13]=1[N:9]1[CH2:10][C@H:11]([CH3:12])[C@H:6]([C:42]#[N:43])[C@H:7]([NH:34][C:35](=[O:36])[O:37][C:38]([CH3:39])([CH3:41])[CH3:40])[CH2:8]1)=[O:28])([CH3:31])([CH3:33])[CH3:32] |f:1.2|. Isolated yield 5.0%. Reactants: CC1=C(N)C=CC(=C1)Br (2-Methyl-4-bromo-aniline), NC1=CC=CC=C1 (aniline), NC1=CC=CC=C1 (aniline), aldehyde, C(C)OC(=O)C1(CCN(CC1)C(=O)OC(C)(C)C)CC=O (4-(2-oxo-ethyl)-piperidine-1,4-dicarboxylic acid 1-tert-butyl ester 4-ethyl ester), C(C)(=O)O (acetic acid), [BH-](OC(=O)C)(OC(=O)C)OC(=O)C.[Na+] (NaBH(OAc)3), ( 186/188 ). Run in ClCCCl (DCE), ClCCCl (DCE), C(Cl)Cl (DCM), CO (MeOH), C(Cl)Cl (DCM). Run at time 8 hour. The product is C(C)OC(=O)C1(CCN(CC1)C(=O)OC(C)(C)C)CCNC1=C(C=C(C=C1)Br)C (4-[2-(4-Bromo-2-methyl-phenylamino)-ethyl]-piperidine-1,4-dicarboxylic acid 1-tert-butyl ester 4-ethyl ester). Isolated yield 40.4%. RXN SMILES: [CH3:1][C:2]1[CH:8]=[C:7]([Br:9])[CH:6]=[CH:5][C:3]=1[NH2:4].[CH2:10]([O:12][C:13]([C:15]1([CH2:28][CH:29]=O)[CH2:20][CH2:19][N:18]([C:21]([O:23][C:24]([CH3:27])([CH3:26])[CH3:25])=[O:22])[CH2:17][CH2:16]1)=[O:14])[CH3:11].C(O)(=O)C.[BH-](OC(C)=O)(OC(C)=O)OC(C)=O.[Na+].NC1C=CC=CC=1>ClCCCl.C(Cl)Cl.CO>[CH2:10]([O:12][C:13]([C:15]1([CH2:28][CH2:29][NH:4][C:3]2[CH:5]=[CH:6][C:7]([Br:9])=[CH:8][C:2]=2[CH3:1])[CH2:20][CH2:19][N:18]([C:21]([O:23][C:24]([CH3:27])([CH3:26])[CH3:25])=[O:22])[CH2:17][CH2:16]1)=[O:14])[CH3:11] |f:3.4|. Procedure details: 2-Methyl-4-bromo-aniline (0.637 g, 3.427 mmol) was dissolved in DCE (15 mL); to this solution was transferred a solution of 4-(2-oxo-ethyl)-piperidine-1,4-dicarboxylic acid 1-tert-butyl ester 4-ethyl ester (1.03 g, 3.425 mmol) in DCE (35 mL). The flask was submerged in a water bath at rt. To this clear solution was then added acetic acid (0.647 g, 10.8 mmol, 3.1 equiv), followed by addition of powder NaBH(OAc)3 (2.18 g, 10.3 mmol, 3 equiv.) under N2 at r.t. The yellowish milky suspension was sti... Reactants: ON1N=NC2=C1C=CC=C2 (1-hydroxybenzotriazole), [F-].C(CCC)[N+](CCCC)(CCCC)CCCC (tetrabutylammoniumfluoride), Example 23 ( 23e ), Example 23 ( 23c ), O1CCCC1 (tetrahydrofuran), solution, [Si](C)(C)(C(C)(C)C)OCC1=CC=C(C=N1)C(N)=NO (6-({[t-butyl(dimethyl)silyl]oxy}methyl)-N′-hydroxypyridine-3-carboximidamide), Example 12 ( 12a ), FC=1C=C(C(=O)O)C=CC1CC(C)C (3-fluoro-4-isobutylbenzoic acid), Cl.C(C)N=C=NCCCN(C)C (1-ethyl-3-(3-dimethylaminopropyl)carbodiimide hydrochloride). The product is crude product, FC=1C=C(C=CC1CC(C)C)C1=NC(=NO1)C=1C=CC(=NC1)CO ({5-[5-(3-Fluoro-4-isobutylphenyl)-1,2,4-oxadiazol-3-yl]pyridin-2-yl}methanol). Reaction SMILES: [F:1][C:2]1[CH:3]=[C:4]([CH:8]=[CH:9][C:10]=1[CH2:11][CH:12]([CH3:14])[CH3:13])[C:5]([OH:7])=O.ON1C2C=CC=CC=2N=N1.Cl.C(N=C=NCCCN(C)C)C.[Si]([O:44][CH2:45][C:46]1[N:51]=[CH:50][C:49]([C:52](=[N:54]O)[NH2:53])=[CH:48][CH:47]=1)(C(C)(C)C)(C)C.[F-].C([N+](CCCC)(CCCC)CCCC)CCC.O1CCCC1>>[F:1][C:2]1[CH:3]=[C:4]([C:5]2[O:7][N:54]=[C:52]([C:49]3[CH:48]=[CH:47][C:46]([CH2:45][OH:44])=[N:51][CH:50]=3)[N:53]=2)[CH:8]=[CH:9][C:10]=1[CH2:11][CH:12]([CH3:14])[CH3:13] |f:2.3,5.6|. Reported procedure: The crude product of the title compound was synthesized by conducting the reaction similar to that mentioned in Example 12 (12a) using 3-fluoro-4-isobutylbenzoic acid (0.12 g, 0.63 mmol) that was obtained in Example 23 (23e), 1-hydroxybenzotriazole (89 mg, 0.66 mmol), 1-ethyl-3-(3-dimethylaminopropyl)carbodiimide hydrochloride (0.13 g, 0.66 mmol), 6-({[t-butyl(dimethyl)silyl]oxy}methyl)-N′-hydroxypyridine-3-carboximidamide (0.17 g, 0.60 mmol) that was obtained in Example 23 (23c), and 1.0 M solu... Starting materials: BrC=1C(=NC(=NC1)NC1=CC=C(C=C1)S(=O)C)NC(C)C ((RS)-5-bromo-N4-isopropyl-N2-[4-(methyl sulfinyl)phenyl]-pyrimidine-2,4-diamine), [N-]=[N+]=[N-].[Na+] (sodium azide), [OH-].[Na+] (NaOH), S(O)(O)(=O)=O (sulfuric acid). The solvent is C(Cl)Cl (DCM). Run at temperature 45 celsius, time 16 hour. The product is BrC=1C(=NC(=NC1)NC1=CC=C(C=C1)S(=O)(=N)C)NC(C)C ((RS)—S-(4-{[5-bromo-4-(isopropylamino)pyrimidin-2-yl]amino}phenyl)-S-methyl sulfoximide). As a reaction SMILES: [Br:1][C:2]1[C:3]([NH:18][CH:19]([CH3:21])[CH3:20])=[N:4][C:5]([NH:8][C:9]2[CH:14]=[CH:13][C:12]([S:15]([CH3:17])=[O:16])=[CH:11][CH:10]=2)=[N:6][CH:7]=1.[N-:22]=[N+]=[N-].[Na+].S(=O)(=O)(O)O.[OH-].[Na+]>C(Cl)Cl>[Br:1][C:2]1[C:3]([NH:18][CH:19]([CH3:21])[CH3:20])=[N:4][C:5]([NH:8][C:9]2[CH:10]=[CH:11][C:12]([S:15]([CH3:17])(=[NH:22])=[O:16])=[CH:13][CH:14]=2)=[N:6][CH:7]=1 |f:1.2,4.5|. Procedure: 185 mg (0.50 mmol) of (RS)-5-bromo-N4-isopropyl-N2-[4-(methyl sulfinyl)phenyl]-pyrimidine-2,4-diamine in 1 ml of DCM is mixed with 40 mg (0.55 mmol) of sodium azide. The batch is slowly mixed with 0.13 ml of concentrated sulfuric acid at 0° C. and then heated to 45° C. After 16 hours, the batch is cooled to room temperature, mixed with 2 ml of 1N NaOH solution and extracted from ethyl acetate. The combined organic phases are dried (Na2SO4), filtered and concentrated by evaporation. The remaining... Starting materials: saturated aqueous solution, [Cl-].[NH4+] (ammonium chloride), C(C)OP(=O)(C(C(=O)OCC)=C)OCC (ethyl 2-diethoxyphosphinoylpropenoate), C(CCC)P(OCC)=O (ethyl butylphosphinate), C(CCC)[Li].CCCCCC (butyllithium hexane), C1(CCCCC1)C=O (cyclohexanecarbaldehyde). The solvent is O1CCCC1 (tetrahydrofuran), O1CCCC1 (tetrahydrofuran), O1CCCC1 (tetrahydrofuran), O1CCCC1 (tetrahydrofuran). Reaction conditions: temperature -50 celsius, time 10 minute. Product: C(CCC)P(=O)(OCC)C\C(\C(=O)OCC)=C/C1CCCCC1 (ethyl (Z)-2-(butylethoxyphosphinoyl)methyl-3-cyclohexylpropenoate). The yield is 22.1%. Reaction SMILES: [CH2:1]([PH:5](=[O:9])[O:6][CH2:7][CH3:8])[CH2:2][CH2:3][CH3:4].C([Li])CCC.CCCCCC.C(OP(OCC)([C:26](=[CH2:32])[C:27]([O:29][CH2:30][CH3:31])=[O:28])=O)C.[CH:36]1([CH:42]=O)[CH2:41][CH2:40][CH2:39][CH2:38][CH2:37]1.[Cl-].[NH4+]>O1CCCC1>[CH2:1]([P:5]([CH2:32]/[C:26](=[CH:42]\[CH:36]1[CH2:37][CH2:38][CH2:39][CH2:40][CH2:41]1)/[C:27]([O:29][CH2:30][CH3:31])=[O:28])([O:6][CH2:7][CH3:8])=[O:9])[CH2:2][CH2:3][CH3:4] |f:1.2,5.6|. Procedure details: Under a nitrogen atmosphere, a solution of 0.75 g (5.0 millimoles) of ethyl butylphosphinate in 5 ml of dry tetrahydrofuran was added dropwise over 10 minutes at -70° C. to a solution of 3.30 ml (5.1 millimoles) of 1.55 N butyllithium-hexane in 5 ml of dry tetrahydrofuran. The mixture was stirred at this temperature for 10 minutes, and then heated to -50 ° C. A solution of 1.18 g (5.0 millimoles) of ethyl 2-diethoxyphosphinoylpropenoate in ml of dry tetrahydrofuran was added dropwise over 10 min...